Dataset: the Open Reaction Database (ORD), a public repository of structured organic reaction records. Task: describe an organic reaction: reactants, conditions, products, and yield Reactants: Cc1ccc(C(=O)c2c[nH]c3ccc(C(F)(F)F)cc3c2=O)cc1C, CCOC(C)=O, CN(C)C=O, CCCCCC, Fc1ccccc1CBr, [H-], [Na+]. Yields the product Cc1ccc(C(=O)c2cn(Cc3ccccc3F)c3ccc(C(F)(F)F)cc3c2=O)cc1C. RXN SMILES: [CH3:1][c:2]1[cH:3][c:4]([C:5](=[O:6])[c:7]2[cH:8][nH:9][c:10]3[cH:11][cH:12][c:13]([C:18]([F:19])([F:20])[F:21])[cH:14][c:15]3[c:16]2=[O:17])[cH:22][cH:23][c:24]1[CH3:25].[CH3:37][CH2:38][O:39][C:40](=[O:41])[CH3:42].[CH3:43][N:44]([CH3:45])[CH:46]=[O:47].[CH3:48][CH2:49][CH2:50][CH2:51][CH2:52][CH3:53].[F:28][c:29]1[c:30]([CH2:31][Br:32])[cH:33][cH:34][cH:35][cH:36]1.[H-:26].[Na+:27]>>[CH3:1][c:2]1[cH:3][c:4]([C:5](=[O:6])[c:7]2[cH:8][n:9]([CH2:31][c:30]3[c:29]([F:28])[cH:36][cH:35][cH:34][cH:33]3)[c:10]3[cH:11][cH:12][c:13]([C:18]([F:19])([F:20])[F:21])[cH:14][c:15]3[c:16]2=[O:17])[cH:22][cH:23][c:24]1[CH3:25]. Starting materials: O=C([O-])O, Cc1ccccc1, [Na+], O=S(Cl)Cl, OC(c1csc2ccccc12)C1CCCCC1. The product is ClC(c1csc2ccccc12)C1CCCCC1. Reaction SMILES: [C:22](=[O:23])([O-:24])[OH:25].[CH3:27][c:28]1[cH:29][cH:30][cH:31][cH:32][cH:33]1.[Na+:26].[S:18]([Cl:19])([Cl:20])=[O:21].[s:1]1[cH:2][c:3]([CH:10]([OH:11])[CH:12]2[CH2:13][CH2:14][CH2:15][CH2:16][CH2:17]2)[c:4]2[c:5]1[cH:6][cH:7][cH:8][cH:9]2>>[s:1]1[cH:2][c:3]([CH:10]([CH:12]2[CH2:13][CH2:14][CH2:15][CH2:16][CH2:17]2)[Cl:20])[c:4]2[c:5]1[cH:6][cH:7][cH:8][cH:9]2.